From a dataset of the Open Reaction Database (ORD), a public repository of structured organic reaction records. describe an organic reaction: reactants, conditions, products, and yield Starting materials: C(CCCCC)Br (Hexyl bromide), CC1CC=CCC1CO (6-methyl-3-cyclohexenemethanol), CS(=O)C (DMSO), [H-].[Na+] (Sodium hydride). The solvent is O (water). Conditions: time 1 hour. The product is CC1CCC(C=C1)COCCCCCC (6-methyl-3-hexoxymethylcyclohexene). RXN SMILES: C[CH:2]1[CH:7]([CH2:8][OH:9])[CH2:6][CH:5]=[CH:4][CH2:3]1.[CH3:10]S(C)=O.[H-].[Na+].[CH2:16](Br)[CH2:17][CH2:18][CH2:19][CH2:20][CH3:21]>O>[CH3:10][CH:4]1[CH:3]=[CH:2][CH:7]([CH2:8][O:9][CH2:16][CH2:17][CH2:18][CH2:19][CH2:20][CH3:21])[CH2:6][CH2:5]1 |f:2.3|. Procedure details: A 500 mL round bottom flask equipped with a mechanical stirrer was charged with 18.9g (0.15 mol) 6-methyl-3-cyclohexenemethanol, and 130 mL of DMSO. Sodium hydride (4.22 g, 95% in purity; 0.167 mol) was slowly added to above mixture in ice bath over 25 min. After the above mixture was reacted at room temperature for 2 hrs. Hexyl bromide (27.3 g, 0.165 mol) was slowly added to the above mixture over 25 min. The reaction was carried at room temperature for 1 hr, then 70° C overnight. The reaction ... The reactants are FC1=C(C=C(CO)C=C1)OC1=CC=CC=C1 (4-fluoro-3-phenoxybenzyl alcohol), FC1=C(CO)C=C(C=C1)OC1=CC=CC=C1 (2-fluoro-5-phenoxybenzyl alcohol), C(C(C)C)OC1C(C1C(=O)O)(C)C (3-(i-butoxy)-2,2-dimethylcyclopropanecarboxylic acid). The product is C(C(C)C)OC1C(C1C(=O)OCC1=CC(=C(C=C1)F)OC1=CC=CC=C1)(C)C (4-fluoro-3-phenoxybenzyl 3-(i-butoxy)-2,2-dimethylcyclopropanecarboxylate), C(C(C)C)OC1C(C1C(=O)OCC1=C(C=CC(=C1)OC1=CC=CC=C1)F)(C)C (2-fluoro-5-phenoxybenzyl 3-(i-butoxy)-2,2-dimethylcyclopropanecarboxylate). Reaction SMILES: [F:1][C:2]1[CH:9]=[CH:8][C:5]([CH2:6][OH:7])=[CH:4][C:3]=1[O:10][C:11]1[CH:16]=[CH:15][CH:14]=[CH:13][CH:12]=1.[F:17][C:18]1[CH:25]=[CH:24][C:23]([O:26][C:27]2[CH:32]=[CH:31][CH:30]=[CH:29][CH:28]=2)=[CH:22][C:19]=1[CH2:20][OH:21].[CH2:33]([O:37][CH:38]1[CH:40]([C:41](O)=[O:42])[C:39]1([CH3:45])[CH3:44])[CH:34]([CH3:36])[CH3:35]>>[CH2:33]([O:37][CH:38]1[CH:40]([C:41]([O:7][CH2:6][C:5]2[CH:8]=[CH:9][C:2]([F:1])=[C:3]([O:10][C:11]3[CH:12]=[CH:13][CH:14]=[CH:15][CH:16]=3)[CH:4]=2)=[O:42])[C:39]1([CH3:45])[CH3:44])[CH:34]([CH3:36])[CH3:35].[CH2:33]([O:37][CH:38]1[CH:40]([C:41]([O:21][CH2:20][C:19]2[CH:22]=[C:23]([O:26][C:27]3[CH:28]=[CH:29][CH:30]=[CH:31][CH:32]=3)[CH:24]=[CH:25][C:18]=2[F:17])=[O:42])[C:39]1([CH3:45])[CH3:44])[CH:34]([CH3:36])[CH3:35]. Procedure: Using the procedure of Example 14, each of 4-fluoro-3-phenoxybenzyl alcohol and 2-fluoro-5-phenoxybenzyl alcohol is reacted with 3-(i-butoxy)-2,2-dimethylcyclopropanecarboxylic acid to yield 4-fluoro-3-phenoxybenzyl 3-(i-butoxy)-2,2-dimethylcyclopropanecarboxylate and 2-fluoro-5-phenoxybenzyl 3-(i-butoxy)-2,2-dimethylcyclopropanecarboxylate. The reactants are C(C)(=O)SCC(C(=O)Cl)CC1=CC=CC=C1 (2-acetylthiomethyl-3-phenylpropionyl chloride), NC=1C=C(C(=O)O)C=C(C1)CC (3-Amino-5-ethylbenzoic acid), C([O-])([O-])=O.[Na+].[Na+] (sodium carbonate). Run in O1CCCC1 (tetrahydrofuran), aqueous solution, O1CCCC1 (tetrahydrofuran). Yields the product C(C)(=O)SCC(C(=O)NC=1C=C(C(=O)O)C=C(C1)CC)CC1=CC=CC=C1 (3-[(2-acetylthiomethyl-3-phenylpropionyl)amino]-5-ethylbenzoic acid). The yield is 62.2%. Reaction SMILES: [NH2:1][C:2]1[CH:3]=[C:4]([CH:8]=[C:9]([CH2:11][CH3:12])[CH:10]=1)[C:5]([OH:7])=[O:6].C(=O)([O-])[O-].[Na+].[Na+].[C:19]([S:22][CH2:23][CH:24]([CH2:28][C:29]1[CH:34]=[CH:33][CH:32]=[CH:31][CH:30]=1)[C:25](Cl)=[O:26])(=[O:21])[CH3:20]>O1CCCC1>[C:19]([S:22][CH2:23][CH:24]([CH2:28][C:29]1[CH:30]=[CH:31][CH:32]=[CH:33][CH:34]=1)[C:25]([NH:1][C:2]1[CH:3]=[C:4]([CH:8]=[C:9]([CH2:11][CH3:12])[CH:10]=1)[C:5]([OH:7])=[O:6])=[O:26])(=[O:21])[CH3:20] |f:1.2.3|. Reported procedure: 3-Amino-5-ethylbenzoic acid (2.1 g) is dissolved in a 33% aqueous solution of tetrahydrofuran (30 ml) containing sodium carbonate (1.3 g), and to the mixture is added dropwise a solution of 2-acetylthiomethyl-3-phenylpropionyl chloride (3.0 g) in tetrahydrofuran (20 ml) with stirring under ice cooling, and the mixture is stirred at room temperature for one hour. Tetrahydrofuran is distilled off under reduced pressure, and the residue is extracted with ethyl acetate (100 ml). The extract is washe... The reactants are ClCCl, CN(C)C=O, O, Cc1c(C2CC2CC#N)ncc([N+](=O)[O-])c1O, O=P(Cl)(Cl)Cl. The product is Cc1c(C2CC2CC#N)ncc([N+](=O)[O-])c1Cl. RXN SMILES: [Cl:29][CH2:30][Cl:31].[O:18]=[CH:19][N:20]([CH3:21])[CH3:22].[OH2:28].[OH:1][c:2]1[c:3]([CH3:17])[c:4]([CH:11]2[CH:12]([CH2:14][C:15]#[N:16])[CH2:13]2)[n:5][cH:6][c:7]1[N+:8](=[O:9])[O-:10].[P:23]([Cl:24])([Cl:25])([Cl:26])=[O:27]>>[c:2]1([Cl:25])[c:3]([CH3:17])[c:4]([CH:11]2[CH:12]([CH2:14][C:15]#[N:16])[CH2:13]2)[n:5][cH:6][c:7]1[N+:8](=[O:9])[O-:10]. Starting materials: C(C)OC(=O)C1=C(N(C2=CC=C(C=C12)O)C1=CC=C(C=C1)N(CC)CC)CC(=O)OCC (1-(4-Diethylaminophenyl)-2-ethoxycarbonylmethyl-5-hydroxyindole-3-carboxylic acid ethyl ester), ClC=1C=C(C=CC1)B(O)O (3-chlorophenylboronic acid). The product is C(C)OC(=O)C1=C(N(C2=CC=C(C=C12)OC1=CC(=CC=C1)Cl)C1=CC=C(C=C1)N(CC)CC)CC(=O)OCC (5-(3-Chlorophenoxy)-1-(4-diethylaminophenyl)-2-ethoxycarbonylmethyl-indole-3-carboxylic acid ethyl ester). Reaction SMILES: [CH2:1]([O:3][C:4]([C:6]1[C:14]2[C:9](=[CH:10][CH:11]=[C:12]([OH:15])[CH:13]=2)[N:8]([C:16]2[CH:21]=[CH:20][C:19]([N:22]([CH2:25][CH3:26])[CH2:23][CH3:24])=[CH:18][CH:17]=2)[C:7]=1[CH2:27][C:28]([O:30][CH2:31][CH3:32])=[O:29])=[O:5])[CH3:2].[Cl:33][C:34]1[CH:35]=[C:36](B(O)O)[CH:37]=[CH:38][CH:39]=1>>[CH2:1]([O:3][C:4]([C:6]1[C:14]2[C:9](=[CH:10][CH:11]=[C:12]([O:15][C:38]3[CH:37]=[CH:36][CH:35]=[C:34]([Cl:33])[CH:39]=3)[CH:13]=2)[N:8]([C:16]2[CH:21]=[CH:20][C:19]([N:22]([CH2:25][CH3:26])[CH2:23][CH3:24])=[CH:18][CH:17]=2)[C:7]=1[CH2:27][C:28]([O:30][CH2:31][CH3:32])=[O:29])=[O:5])[CH3:2]. Reported procedure: The sub-title compound was prepared in accordance with step (c) Example 1 from 1-(4-diethylaminophenyl)-2-ethoxycarbonylmethyl-5-hydroxyindole-3-carboxylic acid ethyl ester (150 mg, 0.34 mmol, see step (b) Example 1) and 3-chlorophenylboronic acid (110 mg, 0.68 mmol). Yield 100 mg (53%). The reactants are ClC1=CC=C(C=C1)C=CCCO (4-(4-chlorophenyl)-3-butene-1-ol), [H][H] (Hydrogen). The reagents and catalysts are [Pd] (Pd/C). Run in CN(C)C=O (DMF). Conditions: time 4 hour. Product: ClC1=CC=C(C=C1)CCCCO (4-(4-chlorophenyl)butanol). RXN SMILES: [Cl:1][C:2]1[CH:7]=[CH:6][C:5]([CH:8]=[CH:9][CH2:10][CH2:11][OH:12])=[CH:4][CH:3]=1.[H][H]>CN(C=O)C.[Pd]>[Cl:1][C:2]1[CH:3]=[CH:4][C:5]([CH2:8][CH2:9][CH2:10][CH2:11][OH:12])=[CH:6][CH:7]=1. Procedure details: To the alcohol (3 g) (Step I) in DMF (50 mL) was added 10% Pd/C (300 mg). Hydrogen was added (balloon) and the mixture was vigorously stirred for 4 hours. The reaction mixture was filtered, H2O was added, the mixture was extracted with ethyl acetate and the organic extracts dried and evaporated. Flash chromatography of the residue using 40% ethyl acetate/hexane afforded the title compound. Starting materials: CCOCC, CNN, O=Cc1ccccc1. Product: CNN=Cc1ccccc1. RXN SMILES: [CH3:12][CH2:13][O:14][CH2:15][CH3:16].[CH3:1][NH:2][NH2:3].[CH:4](=[O:5])[c:6]1[cH:7][cH:8][cH:9][cH:10][cH:11]1>>[CH3:1][NH:2][N:3]=[CH:4][c:6]1[cH:7][cH:8][cH:9][cH:10][cH:11]1. The reactants are O=C([O-])[O-], Cc1ccc(B(O)O)cc1, CC(CNS(C)(=O)=O)c1ccc(Br)cc1, Cc1ccccc1, CCOCC, [K+], [K+], O, c1ccc(P(c2ccccc2)(c2ccccc2)[Pd](P(c2ccccc2)(c2ccccc2)c2ccccc2)(P(c2ccccc2)(c2ccccc2)c2ccccc2)P(c2ccccc2)(c2ccccc2)c2ccccc2)cc1. The product is Cc1ccc(-c2ccc(C(C)CNS(C)(=O)=O)cc2)cc1. As a reaction SMILES: [C:26](=[O:27])([O-:28])[O-:29].[CH3:16][c:17]1[cH:18][cH:19][c:20]([B:23]([OH:24])[OH:25])[cH:21][cH:22]1.[CH3:1][S:2](=[O:3])(=[O:4])[NH:5][CH2:6][CH:7]([CH3:8])[c:9]1[cH:10][cH:11][c:12]([Br:15])[cH:13][cH:14]1.[CH3:33][c:34]1[cH:35][cH:36][cH:37][cH:38][cH:39]1.[CH3:40][CH2:41][O:42][CH2:43][CH3:44].[K+:30].[K+:31].[OH2:32].[cH:45]1[cH:46][cH:47][c:48]([P:49]([Pd:50]([P:51]([c:52]2[cH:53][cH:54][cH:55][cH:56][cH:57]2)([c:58]2[cH:59][cH:60][cH:61][cH:62][cH:63]2)[c:64]2[cH:65][cH:66][cH:67][cH:68][cH:69]2)([P:70]([c:71]2[cH:72][cH:73][cH:74][cH:75][cH:76]2)([c:77]2[cH:78][cH:79][cH:80][cH:81][cH:82]2)[c:83]2[cH:84][cH:85][cH:86][cH:87][cH:88]2)[P:89]([c:90]2[cH:91][cH:92][cH:93][cH:94][cH:95]2)([c:96]2[cH:97][cH:98][cH:99][cH:100][cH:101]2)[c:102]2[cH:103][cH:104][cH:105][cH:106][cH:107]2)([c:108]2[cH:109][cH:110][cH:111][cH:112][cH:113]2)[c:114]2[cH:115][cH:116][cH:117][cH:118][cH:119]2)[cH:120][cH:121]1>>[CH3:1][S:2](=[O:3])(=[O:4])[NH:5][CH2:6][CH:7]([CH3:8])[c:9]1[cH:10][cH:11][c:12](-[c:20]2[cH:19][cH:18][c:17]([CH3:16])[cH:22][cH:21]2)[cH:13][cH:14]1. Starting materials: COC1=CC=C(CN2C(C3(CC2)CCN(CC3)C[C@H]3CNC[C@@H]3C3=CC=CC=C3)=O)C=C1 (2-(4-methoxy-benzyl)-8-((3R,4S)-4-phenyl-pyrrolidin-3-ylmethyl)-2,8-diaza-spiro[4.5]decan-1-one), C1(CC1)CCC(=O)O (cyclopropylmethylacetic acid), CC(N=C=NC(C)C)C (DIC), CN(C)C=O (DMF). Reaction SMILES: [CH3:1][O:2][C:3]1[CH:32]=[CH:31][C:6]([CH2:7][N:8]2[CH2:12][CH2:11][C:10]3([CH2:17][CH2:16][N:15]([CH2:18][C@@H:19]4[C@@H:23]([C:24]5[CH:29]=[CH:28][CH:27]=[CH:26][CH:25]=5)[CH2:22][NH:21][CH2:20]4)[CH2:14][CH2:13]3)[C:9]2=[O:30])=[CH:5][CH:4]=1.[CH:33]1([CH2:36][CH2:37]C(O)=O)[CH2:35][CH2:34]1.CC(C)N=C=NC(C)C.CN(C=[O:54])C>CN(C1C=CN=CC=1)C>[CH:33]1([CH2:36][C:37]([N:21]2[CH2:22][C@H:23]([C:24]3[CH:25]=[CH:26][CH:27]=[CH:28][CH:29]=3)[C@@H:19]([CH2:18][N:15]3[CH2:16][CH2:17][C:10]4([C:9](=[O:30])[N:8]([CH2:7][C:6]5[CH:5]=[CH:4][C:3]([O:2][CH3:1])=[CH:32][CH:31]=5)[CH2:12][CH2:11]4)[CH2:13][CH2:14]3)[CH2:20]2)=[O:54])[CH2:34][CH2:35]1. Isolated yield 72.0%. The reagents and catalysts are CN(C)C=1C=CN=CC1 (DMAP). Run at time 8 hour. Procedure: To 100 mg (0.23 mmol) of 2-(4-methoxy-benzyl)-8-((3R,4S)-4-phenyl-pyrrolidin-3-ylmethyl)-2,8-diaza-spiro[4.5]decan-1-one in DMF (1 mL) was added cyclopropylmethylacetic acid (39 mg, 0.311 mmol), DIC (31 μL, 0.311 mmol) and DMAP (8 mg, 0.065 mmol) and the mixture was stirred overnight at room temperature. The reaction mixture was concentrated and purified by flash silica chromatography eluting first with ethyl acetate:hexanes (20%-100%) and then with methanol:dichloromethane (1:25) to give 116 mg... Product: C1(CC1)CC(=O)N1C[C@@H]([C@H](C1)C1=CC=CC=C1)CN1CCC2(CCN(C2=O)CC2=CC=C(C=C2)OC)CC1 (8-[(3S,4S)-1-(2-cyclopropyl-acetyl)-4-phenyl-pyrrolidin-3-ylmethyl]-2-(4-methoxy-benzyl)-2,8-diaza-spiro[4.5]decan-1-one). Reactants: CC(C)(C)OC(=O)N1CCc2[nH]c3c(I)cccc3c2C1, CN(C)CCO, ClCCl, [Cu]I, [K+], [K+], [K+], O=P([O-])([O-])[O-]. Yields the product CN(C)CCOc1cccc2c3c([nH]c12)CCN(C(=O)OC(C)(C)C)C3. As a reaction SMILES: [C:1]([CH3:2])([CH3:3])([CH3:4])[O:5][C:6](=[O:7])[N:8]1[CH2:9][c:10]2[c:11]([nH:12][c:13]3[c:14]([I:19])[cH:15][cH:16][cH:17][c:18]23)[CH2:20][CH2:21]1.[CH3:30][N:31]([CH2:32][CH2:33][OH:34])[CH3:35].[Cl:36][CH2:37][Cl:38].[Cu:39][I:40].[K+:27].[K+:28].[K+:29].[P:22]([O-:23])([O-:24])([O-:25])=[O:26]>>[C:1]([CH3:2])([CH3:3])([CH3:4])[O:5][C:6](=[O:7])[N:8]1[CH2:9][c:10]2[c:11]([nH:12][c:13]3[c:14]([O:34][CH2:33][CH2:32][N:31]([CH3:30])[CH3:35])[cH:15][cH:16][cH:17][c:18]23)[CH2:20][CH2:21]1.